This data is from the Open Reaction Database (ORD), a public repository of structured organic reaction records. The task is: describe an organic reaction: reactants, conditions, products, and yield The reactants are N[C@@H](CC1=CC=C(C=C1)O)C(=O)O (Tyr), N([C@@H](CC1=CC=C(C=C1)O)C(=O)O)C(=O)OC(C)(C)C (Boc-Tyr), [OH-].[Na+] (NaOH), C([C@@H]1[C@@H]([C@@H]([C@H]([C@H](O1)O[C@H]2[C@H]([C@H](O[C@H]([C@@H]2O)O[C@H]3[C@H](OC([C@@H]([C@H]3O)O)O)CO)CO)O)O)O)O)O ((Gal)3), (GalNAc)3. Solvent: CN(C=O)C (dimethylformamide). Conditions: temperature 50 celsius, time 5 hour. Product: N[C@@H](CC1=CC=C(C=C1)O)C(=O)C(=O)OC(C)(C)C (Tyr-Boc). Reaction SMILES: [NH2:1][C@H:2]([C:11]([OH:13])=O)[CH2:3][C:4]1[CH:9]=[CH:8][C:7]([OH:10])=[CH:6][CH:5]=1.C(O)[C@H]1O[C@H](O[C@@H]2[C@@H](O)[C@H](O[C@@H]3[C@H](O)[C@@H](O)C(O)O[C@@H]3CO)O[C@H](CO)[C@@H]2O)[C@H](O)[C@@H](O)[C@H]1O.N([C:61]([O:63][C:64]([CH3:67])([CH3:66])[CH3:65])=[O:62])[C@H](C(O)=O)CC1C=CC(O)=CC=1.[OH-].[Na+]>CN(C)C=O>[NH2:1][C@H:2]([C:11]([C:61]([O:63][C:64]([CH3:67])([CH3:66])[CH3:65])=[O:62])=[O:13])[CH2:3][C:4]1[CH:5]=[CH:6][C:7]([OH:10])=[CH:8][CH:9]=1 |f:3.4|. Procedure details: The synthesis of Tyr derivative for iodo-labeling was conducted by the method of Tamura et al. (T. Tamura et al., Anal. Biochem. 216, 335-344 (1994)) (refer to FIG. 4.). That is, 30 μmols of (Gal)3 or (GalNAc)3 were dissolved in 3.6 ml of dimethylformamide, and 1.13 g of Boc-Tyr-NTH (supplied by Sigma) were added thereto. The solution was stirred at 50° C. for 5 hours. After the reaction solution was cooled, 1 N NaOH was added thereto, and a precipitate was removed through centrifugation. The su...